Dataset: the Open Reaction Database (ORD), a public repository of structured organic reaction records. Task: describe an organic reaction: reactants, conditions, products, and yield Starting materials: C(#C)C1=C(N=CN1[C@H]1[C@H](O)[C@H](O)[C@H](O1)CO)C#N (5-ethynyl-1-β-D-ribofuranosylimidazole-4-carbonitrile), OO (hydrogen peroxide). Solvent: solvent, N (ammonia), CO (methanol). Run at time 45 minute. Yields the product C(#C)C1=C(N=CN1[C@H]1[C@H](O)[C@H](O)[C@H](O1)CO)C(=O)N (5-ethynyl-1-β-D-ribofuranosylimidazole-4-carboxamide). RXN SMILES: [C:1]([C:3]1[N:7]([C@@H:8]2[O:14][C@H:13]([CH2:15][OH:16])[C@@H:11]([OH:12])[C@H:9]2[OH:10])[CH:6]=[N:5][C:4]=1[C:17]#[N:18])#[CH:2].[OH:19]O>N.CO>[C:1]([C:3]1[N:7]([C@@H:8]2[O:14][C@H:13]([CH2:15][OH:16])[C@@H:11]([OH:12])[C@H:9]2[OH:10])[CH:6]=[N:5][C:4]=1[C:17]([NH2:18])=[O:19])#[CH:2]. Procedure details: To a solution of 127 mg (0.51 mmol) of 5-ethynyl-1-β-D-ribofuranosylimidazole-4-carbonitrile dissolved in 6 ml of a solvent mixture of aqueous ammonia and methanol (1:1) was added 0.5 ml of hydrogen peroxide, and the reaction was carried out with stirring at room temperature for 45 minutes. After the reaction, the solvent was evaporated, and the residue was adsorbed onto chloroform solvent mixture, and crystallized from ethanol to obtain white crystals of 5-ethynyl-1-β-D-ribofuranosylimidazole-4... Starting materials: Cc1cc(Nc2cc3ccccc3c(Cl)n2)n[nH]1, Oc1ccccc1F. The product is Cc1cc(Nc2cc3ccccc3c(Oc3ccccc3F)n2)n[nH]1. Reaction SMILES: [Cl:9][c:10]1[n:11][c:12]([NH:20][c:21]2[n:22][nH:23][c:24]([CH3:26])[cH:25]2)[cH:13][c:14]2[cH:15][cH:16][cH:17][cH:18][c:19]12.[F:1][c:2]1[c:3]([OH:8])[cH:4][cH:5][cH:6][cH:7]1>>[F:1][c:2]1[c:3]([O:8][c:10]2[n:11][c:12]([NH:20][c:21]3[n:22][nH:23][c:24]([CH3:26])[cH:25]3)[cH:13][c:14]3[cH:15][cH:16][cH:17][cH:18][c:19]23)[cH:4][cH:5][cH:6][cH:7]1. Starting materials: BrC1=CC=C(C=C1)C[C@H](CC(=O)OCC)NC(=O)OC(C)(C)C ((R)-ethyl 4-(4-bromophenyl)-3-(tert-butoxycarbonylamino)butanoate), ClC=1C=C(C=CC1)B(O)O (3-chlorophenylboronic acid), C(=O)([O-])[O-].[Na+].[Na+] (Na2CO3). Reagents/catalysts: C=1C=CC(=CC1)[P](C=2C=CC=CC2)(C=3C=CC=CC3)[Pd]([P](C=4C=CC=CC4)(C=5C=CC=CC5)C=6C=CC=CC6)([P](C=7C=CC=CC7)(C=8C=CC=CC8)C=9C=CC=CC9)[P](C=1C=CC=CC1)(C=1C=CC=CC1)C=1C=CC=CC1 (Pd(PPh3)4). Solvent: COCCOC (1,2-dimethoxyethane). Conditions: temperature 95 celsius, time 3 hour. The product is C(C)(C)(C)OC(=O)N[C@@H](CC(=O)OCC)CC1=CC=C(C=C1)C1=CC(=CC=C1)Cl ((R)-ethyl 3-(tert-butoxycarbonylamino)-4-(3′-chlorobiphenyl-4-yl)butanoate). Isolated yield 62.9%. RXN SMILES: Br[C:2]1[CH:7]=[CH:6][C:5]([CH2:8][C@@H:9]([NH:16][C:17]([O:19][C:20]([CH3:23])([CH3:22])[CH3:21])=[O:18])[CH2:10][C:11]([O:13][CH2:14][CH3:15])=[O:12])=[CH:4][CH:3]=1.[Cl:24][C:25]1[CH:26]=[C:27](B(O)O)[CH:28]=[CH:29][CH:30]=1.C([O-])([O-])=O.[Na+].[Na+]>COCCOC.C1C=CC([P]([Pd]([P](C2C=CC=CC=2)(C2C=CC=CC=2)C2C=CC=CC=2)([P](C2C=CC=CC=2)(C2C=CC=CC=2)C2C=CC=CC=2)[P](C2C=CC=CC=2)(C2C=CC=CC=2)C2C=CC=CC=2)(C2C=CC=CC=2)C2C=CC=CC=2)=CC=1>[C:20]([O:19][C:17]([NH:16][C@H:9]([CH2:8][C:5]1[CH:6]=[CH:7][C:2]([C:29]2[CH:28]=[CH:27][CH:26]=[C:25]([Cl:24])[CH:30]=2)=[CH:3][CH:4]=1)[CH2:10][C:11]([O:13][CH2:14][CH3:15])=[O:12])=[O:18])([CH3:23])([CH3:22])[CH3:21] |f:2.3.4,^1:49,51,70,89|. Procedure details: A mixture of (R)-ethyl 4-(4-bromophenyl)-3-(tert-butoxycarbonylamino)butanoate (4.89 g, 12.66 mmol), 3-chlorophenylboronic acid (2.97 g, 18.99 mmol), Pd(PPh3)4 (1.463 g, 1.266 mmol) and 2 M aqueous Na2CO3 (12.66 ml, 25.3 mmol) in 1,2-dimethoxyethane (100 ml) is allowed to stir at 95° C. under nitrogen for 3 hours. The reaction mixture is cooled to room temperature and quenched with brine. The two phases are separated. The mixture is extracted twice with ethyl acetate from the aqueous layer. The ...